From a dataset of the Open Reaction Database (ORD), a public repository of structured organic reaction records. describe an organic reaction: reactants, conditions, products, and yield Starting materials: CC(C)(C)C(=O)N=C=O, C1CCOC1, CCn1c(CO)nc(C(C)C)c1Sc1cc(Cl)cc(Cl)c1. Product: CCn1c(COC(=O)NC(=O)C(C)(C)C)nc(C(C)C)c1Sc1cc(Cl)cc(Cl)c1. RXN SMILES: [C:22]([C:23]([CH3:24])([CH3:25])[CH3:26])(=[O:27])[N:28]=[C:29]=[O:30].[O:31]1[CH2:32][CH2:33][CH2:34][CH2:35]1.[OH:1][CH2:2][c:3]1[n:4]([CH2:20][CH3:21])[c:5]([S:11][c:12]2[cH:13][c:14]([Cl:19])[cH:15][c:16]([Cl:18])[cH:17]2)[c:6]([CH:8]([CH3:9])[CH3:10])[n:7]1>>[O:1]([CH2:2][c:3]1[n:4]([CH2:20][CH3:21])[c:5]([S:11][c:12]2[cH:13][c:14]([Cl:19])[cH:15][c:16]([Cl:18])[cH:17]2)[c:6]([CH:8]([CH3:9])[CH3:10])[n:7]1)[C:29]([NH:28][C:22]([C:23]([CH3:24])([CH3:25])[CH3:26])=[O:27])=[O:30].